Dataset: the Open Reaction Database (ORD), a public repository of structured organic reaction records. Task: describe an organic reaction: reactants, conditions, products, and yield Starting materials: ice water, O.[OH-].[Li+] (lithium hydroxide monohydrate), O1CCCC1 (tetrahydrofuran), N1(C=NC=C1)CCCNC(/C(=C/CCCCC(=O)OC)/COC1=CC=CC2=CC=CC=C12)=O (methyl (E)-8-(3-(1H-imidazol-1-yl)propylamino)-7-((naphthalen-1-yloxy)methyl)-8-oxo-6-octenoate). The solvent is O (water). Reaction conditions: time 10 minute. The product is N1(C=NC=C1)CCCNC(/C(=C/CCCCC(=O)O)/COC1=CC=CC2=CC=CC=C12)=O ((E)-8-(3-(1H-imidazol-1-yl)propylamino)-7-((naphthalen-1-yloxy)methyl)-8-oxo-6-octenoic acid). The yield is 103.2%. Reaction SMILES: [N:1]1([CH2:6][CH2:7][CH2:8][NH:9][C:10](=[O:33])/[C:11](/[CH2:21][O:22][C:23]2[C:32]3[C:27](=[CH:28][CH:29]=[CH:30][CH:31]=3)[CH:26]=[CH:25][CH:24]=2)=[CH:12]/[CH2:13][CH2:14][CH2:15][CH2:16][C:17]([O:19]C)=[O:18])[CH:5]=[CH:4][N:3]=[CH:2]1.O.[OH-].[Li+].O1CCCC1>O>[N:1]1([CH2:6][CH2:7][CH2:8][NH:9][C:10](=[O:33])/[C:11](/[CH2:21][O:22][C:23]2[C:32]3[C:27](=[CH:28][CH:29]=[CH:30][CH:31]=3)[CH:26]=[CH:25][CH:24]=2)=[CH:12]/[CH2:13][CH2:14][CH2:15][CH2:16][C:17]([OH:19])=[O:18])[CH:5]=[CH:4][N:3]=[CH:2]1 |f:1.2.3|. Procedure: Methyl (E)-8-(3-(1H-imidazol-1-yl)propylamino)-7-((naphthalen-1-yloxy)-methyl)-8-oxo-6-octenoate (350 mg, 0.77 mM) obtained in Example (2-1-1) was dissolved in water (1 ml), and lithium hydroxide monohydrate (LiOH.H2O) (96 mg, 2.31 mM) and tetrahydrofuran (4 ml) were added thereto. The resulting mixture was stirred at room temperature for 10 mins, followed by stirring at 50° C. for 3 hrs. After the completion of reaction, the reaction mixture was cooled to room temperature, followed by adding ic... Reactants: C(C1=CC=CC=C1)OC(=O)N[C@H](C(=O)NN1C(=C(C=C1)Br)C(=O)OC)C ((S)-methyl 1-(2-(benzyloxycarbonylamino)propanamido)-3-bromo-1H-pyrrole-2-carboxylate), N1=CN=CC(=C1)N (pyrimidin-5-amine), 44a. Product: BrC1=C(N(C=C1)NC([C@H](C)NC(OCC1=CC=CC=C1)=O)=O)C(NC=1C=NC=NC1)=O ((S)-Benzyl 1-(3-bromo-2-(pyrimidin-5-ylcarbamoyl)-1H-pyrrol-1-ylamino)-1-oxopropan-2-ylcarbamate). Isolated yield 62.3%. RXN SMILES: [CH2:1]([O:8][C:9]([NH:11][C@@H:12]([CH3:26])[C:13]([NH:15][N:16]1[CH:20]=[CH:19][C:18]([Br:21])=[C:17]1[C:22]([O:24]C)=O)=[O:14])=[O:10])[C:2]1[CH:7]=[CH:6][CH:5]=[CH:4][CH:3]=1.[N:27]1[CH:32]=[C:31]([NH2:33])[CH:30]=[N:29][CH:28]=1>>[Br:21][C:18]1[CH:19]=[CH:20][N:16]([NH:15][C:13](=[O:14])[C@@H:12]([NH:11][C:9](=[O:10])[O:8][CH2:1][C:2]2[CH:3]=[CH:4][CH:5]=[CH:6][CH:7]=2)[CH3:26])[C:17]=1[C:22](=[O:24])[NH:33][C:31]1[CH:32]=[N:27][CH:28]=[N:29][CH:30]=1. Procedure: The title compound was prepared from (S)-methyl 1-(2-(benzyloxycarbonylamino)propanamido)-3-bromo-1H-pyrrole-2-carboxylate (0.81 g, 1.91 mmol) and pyrimidin-5-amine (1.45 g, 15.3 mmol) following the experimental procedure described in Preparation 44a. 0.58 g (62% yield) of the desired compound were obtained. Reactants: BrBr, CCc1csc(N)n1, O=S(=O)(O)O. Product: CCc1nc(N)sc1Br. Reaction SMILES: [Br:9][Br:10].[CH2:1]([CH3:2])[c:3]1[n:4][c:5]([NH2:8])[s:6][cH:7]1.[S:11](=[O:12])(=[O:13])([OH:14])[OH:15]>>[CH2:1]([CH3:2])[c:3]1[n:4][c:5]([NH2:8])[s:6][c:7]1[Br:9]. Starting materials: CN(C)c1nc2ccccc2[nH]1, Clc1nc(N2CCOCC2)c2nc(CN3CC(N4CCOCC4)C3)ccc2n1. Product: CN(C)c1nc2ccccc2n1-c1nc(N2CCOCC2)c2nc(CN3CC(N4CCOCC4)C3)ccc2n1. RXN SMILES: [CH3:29][N:30]([c:31]1[n:32][c:33]2[c:34]([nH:35]1)[cH:36][cH:37][cH:38][cH:39]2)[CH3:40].[Cl:1][c:2]1[n:3][c:4]([N:23]2[CH2:24][CH2:25][O:26][CH2:27][CH2:28]2)[c:5]2[c:6]([n:7]1)[cH:8][cH:9][c:10]([CH2:12][N:13]1[CH2:14][CH:15]([N:17]3[CH2:18][CH2:19][O:20][CH2:21][CH2:22]3)[CH2:16]1)[n:11]2>>[c:2]1(-[n:32]2[c:31]([N:30]([CH3:29])[CH3:40])[n:35][c:34]3[c:33]2[cH:39][cH:38][cH:37][cH:36]3)[n:3][c:4]([N:23]2[CH2:24][CH2:25][O:26][CH2:27][CH2:28]2)[c:5]2[c:6]([n:7]1)[cH:8][cH:9][c:10]([CH2:12][N:13]1[CH2:14][CH:15]([N:17]3[CH2:18][CH2:19][O:20][CH2:21][CH2:22]3)[CH2:16]1)[n:11]2. Starting materials: C(C)OC(C(C)C1=CC=CC=C1)=O (2-Phenylpropionic acid ethyl ester), C1(=CC=C(C=C1)CC(=O)OCC)C (ethyl p-tolylacetate), [Li+].CC(C)[N-]C(C)C (LDA), CI (methyl iodide). Run in C1CCOC1 (THF), CN1CCCN(C1=O)C (DMPU). The product is C1(=CC=C(C=C1)C(C(=O)OCC)C)C (Ethyl 2-p-Tolylpropionate). Isolated yield 86.0%. As a reaction SMILES: [CH2:1]([O:3][C:4](=[O:13])[CH:5]([C:7]1[CH:12]=[CH:11][CH:10]=[CH:9][CH:8]=1)[CH3:6])[CH3:2].[C:14]1(C)C=CC(CC(OCC)=O)=CC=1.[Li+].CC([N-]C(C)C)C.CI>C1COCC1.CN1C(=O)N(C)CCC1>[C:10]1([CH3:14])[CH:11]=[CH:12][C:7]([CH:5]([CH3:6])[C:4]([O:3][CH2:1][CH3:2])=[O:13])=[CH:8][CH:9]=1 |f:2.3|. Procedure: According to the procedure given for the synthesis of 202, ethyl p-tolylacetate (2.72 g, 15.2 mmol) was reacted with LDA (7.6 mL, 15.25 mmol) and methyl iodide (3.03 g, 21.30 mmol) in anhydrous THF (70 mL) and DMPU (1 mL). After aqueous workup and extraction, the residue was distilled in high vacuo to give 203 (2.5 g, 86.0%) as an oil. Bp 59-63° C./0.2 mmHg. 1H NMR (CDCl3): δ (ppm) 7.18 (d, 2 H, J=8.1), 7.10 (d, 2 H, J=8.1), 4.09 (m, 2 H), 3.67 (q, 1 H, J=7.2), 2.29 (s, 3 H), 1.47 (d, J=7.2 Hz, ...